From a dataset of the Open Reaction Database (ORD), a public repository of structured organic reaction records. describe an organic reaction: reactants, conditions, products, and yield The reactants are CO, Cl, O=[N+]([O-])c1ccc(F)c(F)c1, [Fe]. Product: Nc1ccc(F)c(F)c1. RXN SMILES: [CH3:13][OH:14].[ClH:12].[F:1][c:2]1[cH:3][c:4]([N+:9]([O-:10])=[O:11])[cH:5][cH:6][c:7]1[F:8].[Fe:15]>>[F:1][c:2]1[cH:3][c:4]([NH2:9])[cH:5][cH:6][c:7]1[F:8]. Reactants: CC=1C=CC=C(C1C(=O)OCC)O (ethyl 6-methylsalicylate), O.[OH-].[Li+] (lithium hydroxide monohydrate), resultant mixture, S(=O)(=O)(OC)OC (dimethyl sulfate). Solvent: C1CCOC1 (THF), C(C)OCC (diethyl ether). Product: COC1=C(C(=O)OCC)C(=CC=C1)C (ethyl 2-methoxy-6-methylbenzoate). Isolated yield 90.9%. RXN SMILES: [CH3:1][C:2]1[CH:3]=[CH:4][CH:5]=[C:6]([OH:13])[C:7]=1[C:8]([O:10][CH2:11][CH3:12])=[O:9].O.[OH-].[Li+].S(OC)(O[CH3:21])(=O)=O>C1COCC1.C(OCC)C>[CH3:21][O:13][C:6]1[CH:5]=[CH:4][CH:3]=[C:2]([CH3:1])[C:7]=1[C:8]([O:10][CH2:11][CH3:12])=[O:9] |f:1.2.3|. Procedure details: To a solution of ethyl 6-methylsalicylate (1.27 g, 6.97 mmol) in THF (35 mL) was added lithium hydroxide monohydrate (0.594 g, 14.2 mmol) followed by dimethyl sulfate (1.00 mL, 10.6 mmol). The resultant mixture was heated to reflux for 1 hour then cooled to room temperature. The mixture was diluted with diethyl ether (70 mL), washed with saturated aqueous NaHCO3 (4×10 mL), dried (MgSO4) and concentrated. Purification of the crude material by column chromatography on silica gel (9:1 hexanes-EtOAc...